This data is from the Open Reaction Database (ORD), a public repository of structured organic reaction records. The task is: describe an organic reaction: reactants, conditions, products, and yield The reactants are COC1=NC=CC=C1C(O)C=1SC=CC1 (2-methoxy-3-[2-thienyl(hydroxy)methyl]pyridine), C(#N)[BH3-].[Na+] (sodium cyanoborohydride). Reagents/catalysts: [I-].[Zn+2].[I-] (zinc iodide). Run in ClCCCl (1,2-dichloroethane). Product: COC1=NC=CC=C1CC=1SC=CC1 (2-Methoxy-3-[2-thienylmethyl]pyridine). Yield: 53.8%. RXN SMILES: [CH3:1][O:2][C:3]1[C:8]([CH:9]([C:11]2[S:12][CH:13]=[CH:14][CH:15]=2)O)=[CH:7][CH:6]=[CH:5][N:4]=1.C([BH3-])#N.[Na+]>[I-].[Zn+2].[I-].ClCCCl>[CH3:1][O:2][C:3]1[C:8]([CH2:9][C:11]2[S:12][CH:13]=[CH:14][CH:15]=2)=[CH:7][CH:6]=[CH:5][N:4]=1 |f:1.2,3.4.5|. Procedure: A mixture of 1.47 g of 2-methoxy-3-[2-thienyl(hydroxy)methyl]pyridine, 3.2 g of zinc iodide, 3.4 g of sodium cyanoborohydride and 30 ml of 1,2-dichloroethane was stirred at room temperature for two nights. Insoluble matters were filtered off, and to the filtrate was added an aqueous sodium hydroxide solution. The mixture was extracted with ethyl acetate, and the organic phase was washed with brine and the solvent was evaporated. Then, the residue was subjected to silica gel column chromatography... Reaction SMILES: [CH:32]([N:33]([CH2:34][CH3:35])[CH:36]([CH3:37])[CH3:38])([CH3:39])[CH3:40].[F:19][c:20]1[c:21]([N:26]2[CH2:27][CH2:28][NH:29][CH2:30][CH2:31]2)[cH:22][cH:23][cH:24][cH:25]1.[c:1]1(-[n:7]2[n:8][c:9]([CH2:15][CH2:16][CH:17]=[O:18])[cH:10][c:11]2[CH2:12][CH2:13][CH3:14])[cH:2][cH:3][cH:4][cH:5][cH:6]1>>[c:1]1(-[n:7]2[n:8][c:9]([CH2:15][CH2:16][CH2:17][N:29]3[CH2:28][CH2:27][N:26]([c:21]4[c:20]([F:19])[cH:25][cH:24][cH:23][cH:22]4)[CH2:31][CH2:30]3)[cH:10][c:11]2[CH2:12][CH2:13][CH3:14])[cH:2][cH:3][cH:4][cH:5][cH:6]1. Yields the product CCCc1cc(CCCN2CCN(c3ccccc3F)CC2)nn1-c1ccccc1. The reactants are CCN(C(C)C)C(C)C, Fc1ccccc1N1CCNCC1, CCCc1cc(CCC=O)nn1-c1ccccc1.